This data is from the Open Reaction Database (ORD), a public repository of structured organic reaction records. The task is: describe an organic reaction: reactants, conditions, products, and yield Starting materials: [Al+3], CCOC(=O)c1ccc[nH]1, O=C(Cl)CCC1CCCC1, [Cl-], [Cl-], [Cl-], CC(Cl)Cl. The product is CCOC(=O)c1cc(C(=O)CCC2CCCC2)c[nH]1. RXN SMILES: [Al+3:12].[CH2:1]([CH3:2])[O:3][C:4](=[O:5])[c:6]1[nH:7][cH:8][cH:9][cH:10]1.[CH:15]1([CH2:20][CH2:21][C:22](=[O:23])[Cl:24])[CH2:16][CH2:17][CH2:18][CH2:19]1.[Cl-:11].[Cl-:13].[Cl-:14].[Cl:25][CH:26]([Cl:27])[CH3:28]>>[CH2:1]([CH3:2])[O:3][C:4](=[O:5])[c:6]1[nH:7][cH:8][c:9]([C:22]([CH2:21][CH2:20][CH:15]2[CH2:16][CH2:17][CH2:18][CH2:19]2)=[O:23])[cH:10]1. Starting materials: C(C1=CC=CC=C1)(=O)C1=CNC2=C(C=CC=C2C1=O)OC (3-Benzoyl-8-methoxy-4(1H)-quinolone), C(Cl)(Cl)Cl (chloroform), C(O)([O-])=O.[Na+] (sodium hydrogen carbonate), C(Cl)(Cl)Cl (chloroform). The solvent is P(=O)(Cl)(Cl)Cl (phosphorus oxychloride). Product: C(C1=CC=CC=C1)(=O)C=1C=NC2=C(C=CC=C2C1Cl)OC (3-benzoyl-4-chloro-8-methoxyquinoline). Yield: 100.0%. As a reaction SMILES: [C:1]([C:9]1[C:18](=O)[C:17]2[C:12](=[C:13]([O:20][CH3:21])[CH:14]=[CH:15][CH:16]=2)[NH:11][CH:10]=1)(=[O:8])[C:2]1[CH:7]=[CH:6][CH:5]=[CH:4][CH:3]=1.C(=O)([O-])O.[Na+].C(Cl)(Cl)[Cl:28]>P(Cl)(Cl)(Cl)=O>[C:1]([C:9]1[CH:10]=[N:11][C:12]2[C:17]([C:18]=1[Cl:28])=[CH:16][CH:15]=[CH:14][C:13]=2[O:20][CH3:21])(=[O:8])[C:2]1[CH:7]=[CH:6][CH:5]=[CH:4][CH:3]=1 |f:1.2|. Procedure details: 3-Benzoyl-8-methoxy-4(1H)-quinolone (3.2 g, 0.011 mol) was heated under reflux in a mixture of chloroform (50 ml) and phosphorus oxychloride (7 ml) for 45 minutes. The mixture was cooled and poured into a stirred mixture of sodium hydrogen carbonate solution, ice and chloroform. The organic phase was separated, washed with sodium hydrogen carbonate solution, water and brine. The dried solution was filtered and evaporated to afford 3-benzoyl-4-chloro-8-methoxyquinoline as a yellow oil (3.5 g, 100... Starting materials: C[O-].[Na+] (sodium methoxide), BrC1=CN=C2C(=CC=NC2=C1)OC1=CC=C(C=C1)NC1=NN=C(C2=CC=CC=C12)C1=CC=CC=C1 (N-(4-(7-bromo-1,5-naphthyridin-4-yloxy)phenyl)-4-phenylphthalazin-1-amine). Procedure details: To a mixture of tetrakis(triphenylphosphine)palladium (9 mg, 0.0079 mmol) and sodium methoxide (9 mg, 0.16 mmol) was added a solution of N-(4-(7-bromo-1,5-naphthyridin-4-yloxy)phenyl)-4-phenylphthalazin-1-amine (0.041 g, 0.079 mmol) in DMF (2 mL). The mixture was heated to 100° C. in an Argon purged, resealable tube. After 3 hrs, the solvent was removed in vacuo and the residue was purified by silica gel chromatography using 1-10% MeOH:CH2Cl2 containing 1% NH4OH to afford N-(4-(1,5-naphthyridin-... RXN SMILES: C[O-].[Na+].Br[C:5]1[CH:14]=[C:13]2[C:8]([C:9]([O:15][C:16]3[CH:21]=[CH:20][C:19]([NH:22][C:23]4[C:32]5[C:27](=[CH:28][CH:29]=[CH:30][CH:31]=5)[C:26]([C:33]5[CH:38]=[CH:37][CH:36]=[CH:35][CH:34]=5)=[N:25][N:24]=4)=[CH:18][CH:17]=3)=[CH:10][CH:11]=[N:12]2)=[N:7][CH:6]=1>CN(C=O)C.C1C=CC([P]([Pd]([P](C2C=CC=CC=2)(C2C=CC=CC=2)C2C=CC=CC=2)([P](C2C=CC=CC=2)(C2C=CC=CC=2)C2C=CC=CC=2)[P](C2C=CC=CC=2)(C2C=CC=CC=2)C2C=CC=CC=2)(C2C=CC=CC=2)C2C=CC=CC=2)=CC=1>[N:12]1[C:13]2[C:8](=[N:7][CH:6]=[CH:5][CH:14]=2)[C:9]([O:15][C:16]2[CH:17]=[CH:18][C:19]([NH:22][C:23]3[C:32]4[C:27](=[CH:28][CH:29]=[CH:30][CH:31]=4)[C:26]([C:33]4[CH:34]=[CH:35][CH:36]=[CH:37][CH:38]=4)=[N:25][N:24]=3)=[CH:20][CH:21]=2)=[CH:10][CH:11]=1 |f:0.1,^1:47,49,68,87|. Yields the product N1=CC=C(C2=NC=CC=C12)OC1=CC=C(C=C1)NC1=NN=C(C2=CC=CC=C12)C1=CC=CC=C1 (N-(4-(1,5-naphthyridin-4-yloxy)phenyl)-4-phenylphthalazin-1-amine). Run at temperature 100 celsius, time 3 hour. The reagents and catalysts are C=1C=CC(=CC1)[P](C=2C=CC=CC2)(C=3C=CC=CC3)[Pd]([P](C=4C=CC=CC4)(C=5C=CC=CC5)C=6C=CC=CC6)([P](C=7C=CC=CC7)(C=8C=CC=CC8)C=9C=CC=CC9)[P](C=1C=CC=CC1)(C=1C=CC=CC1)C=1C=CC=CC1 (tetrakis(triphenylphosphine)palladium). The solvent is CN(C)C=O (DMF). The reactants are O([Si](C)(C)C(C)(C)C)C1C=CC(C1)=O (4-tert-butyldimethylsiloxy-2-cyclopentenone), [I-].[Li+] (lithium iodide), COC(C)(C)C (tert-butyl methyl ether), [H-].[Al+3].[Li+].[H-].[H-].[H-] (lithium aluminum hydride). Solvent: CCCCCCC (heptane). Run at temperature -20 celsius, time 5 minute. Yields the product [Si](C)(C)(C(C)(C)C)O[C@H]1C=C[C@H](C1)O (cis-4-tert-butyldimethylsilyloxy-2-cyclopentenol). Yield: 73.9%. RXN SMILES: [O:1]([CH:9]1[CH2:13][C:12](=[O:14])[CH:11]=[CH:10]1)[Si:2]([C:5]([CH3:8])([CH3:7])[CH3:6])([CH3:4])[CH3:3].[I-].[Li+].[H-].[Al+3].[Li+].[H-].[H-].[H-].COC(C)(C)C>CCCCCCC>[Si:2]([O:1][C@@H:9]1[CH2:13][C@H:12]([OH:14])[CH:11]=[CH:10]1)([C:5]([CH3:8])([CH3:7])[CH3:6])([CH3:4])[CH3:3] |f:1.2,3.4.5.6.7.8|. Reported procedure: A mechanically stirred solution of 4-tert-butyldimethylsiloxy-2-cyclopentenone (50.2 g, 236 mmol) in anhydrous toluene (1L) under an atmosphere of argon is treated with lithium iodide (160 g, 1.20 mol). The mixture is cooled to -20° C. and treated with lithium aluminum hydride (9.0 g, 237 mmol) in one portion. The reaction is then stirred for 5 minutes and anhydrous tert-butyl methyl ether (200 mL) is added at a rate that maintains the temperature of the reaction at or below -15° C. (total addit... Reactants: ClC1=CC=C(C=N1)CC=1C2=C(C=3CN(C(C3C1)=O)[C@@H]1[C@H](CCCC1)O)C=CC=C2 (5-[(6-chloropyridin-3-yl)methyl]-2-[(1S,2S)-2-hydroxycyclohexyl]-1,2-dihydro-3H-benzo[e]isoindol-3-one), N1CCOCC1 (morpholine), CC(C)([O-])C.[Na+] (sodium tert-butoxide), C1=CC=C(C=C1)P(C2=CC=CC=C2)C3=C(C4=CC=CC=C4C=C3)C5=C(C=CC6=CC=CC=C65)P(C7=CC=CC=C7)C8=CC=CC=C8 ((R)-(+)-2,2′-bis(diphenylphosphino)-1,1′-binaphthyl), C([O-])(O)=O.[Na+] (sodium bicarbonate). The reagents and catalysts are C1=CC=C(C=C1)/C=C/C(=O)/C=C/C2=CC=CC=C2.C1=CC=C(C=C1)/C=C/C(=O)/C=C/C2=CC=CC=C2.C1=CC=C(C=C1)/C=C/C(=O)/C=C/C2=CC=CC=C2.[Pd].[Pd] (tris[dibenzylideneacetone]dipalladium (0)). The solvent is C1(=CC=CC=C1)C (toluene). Run at temperature 110 celsius. Yields the product O[C@@H]1[C@H](CCCC1)N1C(C=2C=C(C3=C(C2C1)C=CC=C3)CC=3C=NC(=CC3)N3CCOCC3)=O (2-[(1S,2S)-2-Hydroxycyclohexyl]-5-[(6-morpholin-4-ylpyridin-3-yl)methyl]-1,2-dihydro-3H-benzo[e]isoindol-3-one). Reaction SMILES: Cl[C:2]1[N:7]=[CH:6][C:5]([CH2:8][C:9]2[C:10]3[CH:29]=[CH:28][CH:27]=[CH:26][C:11]=3[C:12]3[CH2:13][N:14]([C@H:19]4[CH2:24][CH2:23][CH2:22][CH2:21][C@@H:20]4[OH:25])[C:15](=[O:18])[C:16]=3[CH:17]=2)=[CH:4][CH:3]=1.[NH:30]1[CH2:35][CH2:34][O:33][CH2:32][CH2:31]1.CC(C)([O-])C.[Na+].C1C=CC(P(C2C=CC3C(=CC=CC=3)C=2C2C3C(=CC=CC=3)C=CC=2P(C2C=CC=CC=2)C2C=CC=CC=2)C2C=CC=CC=2)=CC=1.C(=O)(O)[O-].[Na+]>C1(C)C=CC=CC=1.C1C=CC(/C=C/C(/C=C/C2C=CC=CC=2)=O)=CC=1.C1C=CC(/C=C/C(/C=C/C2C=CC=CC=2)=O)=CC=1.C1C=CC(/C=C/C(/C=C/C2C=CC=CC=2)=O)=CC=1.[Pd].[Pd]>[OH:25][C@H:20]1[CH2:21][CH2:22][CH2:23][CH2:24][C@@H:19]1[N:14]1[CH2:13][C:12]2[C:11]3[CH:26]=[CH:27][CH:28]=[CH:29][C:10]=3[C:9]([CH2:8][C:5]3[CH:6]=[N:7][C:2]([N:30]4[CH2:35][CH2:34][O:33][CH2:32][CH2:31]4)=[CH:3][CH:4]=3)=[CH:17][C:16]=2[C:15]1=[O:18] |f:2.3,5.6,8.9.10.11.12|. Procedure details: To a solution of 5-[(6-chloropyridin-3-yl)methyl]-2-[(1S,2S)-2-hydroxycyclohexyl]-1,2-dihydro-3H-benzo[e]isoindol-3-one (0.101 g, 0.248 mmol) in 3 mL of toluene was added morpholine (0.032 g, 0.37 mmol), sodium tert-butoxide (0.60 g, 0.62 mmol), tris[dibenzylideneacetone]dipalladium (0) (0.034 g, 0.037 mmol), and (R)-(+)-2,2′-bis(diphenylphosphino)-1,1′-binaphthyl (0.011 g, 0.017 mmol). The mixture was heated at 110° C. for 3 hr, cooled to ambient temperature, poured into saturated aqueous sodiu...